This data is from the Open Reaction Database (ORD), a public repository of structured organic reaction records. The task is: describe an organic reaction: reactants, conditions, products, and yield The reactants are ClP(Cl)(Cl)(Cl)Cl, ClCCl, CSc1ccc(C=C(C(=O)O)c2ccc(F)c(F)c2)cc1. Yields the product CSc1ccc(C=C(C(=O)Cl)c2ccc(F)c(F)c2)cc1. As a reaction SMILES: [Cl:22][P:23]([Cl:24])([Cl:25])([Cl:26])[Cl:27].[Cl:28][CH2:29][Cl:30].[F:1][c:2]1[cH:3][c:4]([C:9]([C:10](=[O:11])[OH:12])=[CH:13][c:14]2[cH:15][cH:16][c:17]([S:20][CH3:21])[cH:18][cH:19]2)[cH:5][cH:6][c:7]1[F:8]>>[F:1][c:2]1[cH:3][c:4]([C:9]([C:10](=[O:11])[Cl:22])=[CH:13][c:14]2[cH:15][cH:16][c:17]([S:20][CH3:21])[cH:18][cH:19]2)[cH:5][cH:6][c:7]1[F:8].